Dataset: the Open Reaction Database (ORD), a public repository of structured organic reaction records. Task: describe an organic reaction: reactants, conditions, products, and yield Starting materials: Cl, COc1ccc(S(=O)(=O)c2ccccc2F)nn1, [Na+], [OH-], O. Yields the product O=c1ccc(S(=O)(=O)c2ccccc2F)n[nH]1. Reaction SMILES: [ClH:19].[F:1][c:2]1[c:3]([S:8](=[O:9])(=[O:10])[c:11]2[n:12][n:13][c:14]([O:17][CH3:18])[cH:15][cH:16]2)[cH:4][cH:5][cH:6][cH:7]1.[Na+:21].[OH-:20].[OH2:22]>>[F:1][c:2]1[c:3]([S:8](=[O:9])(=[O:10])[c:11]2[n:12][nH:13][c:14](=[O:17])[cH:15][cH:16]2)[cH:4][cH:5][cH:6][cH:7]1. Starting materials: COC(CC1=CC(=CC=C1)OC1=C(C=C(C=C1)C(F)(F)F)CNCC)=O ([3-(2-ethylaminomethyl-4-trifluoromethyl-phenoxy)-phenyl]-acetic acid methyl ester), COC1=CC=C(C=C1)S(=O)(=O)Cl (4-methoxybenzenesulfonyl chloride). Yields the product COC(CC1=CC(=CC=C1)OC1=C(C=C(C=C1)C(F)(F)F)CN(S(=O)(=O)C1=CC=C(C=C1)OC)CC)=O ([3-(2-{[Ethyl-(4-methoxy-benzenesulfonyl)-amino]-methyl}-4-trifluoromethyl-phenoxy)-phenyl]-acetic acid methyl ester). As a reaction SMILES: [CH3:1][O:2][C:3](=[O:26])[CH2:4][C:5]1[CH:10]=[CH:9][CH:8]=[C:7]([O:11][C:12]2[CH:17]=[CH:16][C:15]([C:18]([F:21])([F:20])[F:19])=[CH:14][C:13]=2[CH2:22][NH:23][CH2:24][CH3:25])[CH:6]=1.[CH3:27][O:28][C:29]1[CH:34]=[CH:33][C:32]([S:35](Cl)(=[O:37])=[O:36])=[CH:31][CH:30]=1>>[CH3:1][O:2][C:3](=[O:26])[CH2:4][C:5]1[CH:10]=[CH:9][CH:8]=[C:7]([O:11][C:12]2[CH:17]=[CH:16][C:15]([C:18]([F:20])([F:19])[F:21])=[CH:14][C:13]=2[CH2:22][N:23]([CH2:24][CH3:25])[S:35]([C:32]2[CH:31]=[CH:30][C:29]([O:28][CH3:27])=[CH:34][CH:33]=2)(=[O:37])=[O:36])[CH:6]=1. Procedure details: Prepared according to the procedure described in Example 22, Step 1, using the following starting materials: [3-(2-ethylaminomethyl-4-trifluoromethyl-phenoxy)-phenyl]-acetic acid methyl ester and 4-methoxybenzenesulfonyl chloride. The reactants are Cc1ccccc1, COC(=O)c1nc(-c2c(Cl)cccc2Cl)no1, NC1CCCCC1. Yields the product O=C(NC1CCCCC1)c1nc(-c2c(Cl)cccc2Cl)no1. Reaction SMILES: [CH3:25][c:26]1[cH:27][cH:28][cH:29][cH:30][cH:31]1.[Cl:1][c:2]1[c:3](-[c:9]2[n:10][o:11][c:12]([C:14]([O:16][CH3:15])=[O:17])[n:13]2)[c:4]([Cl:8])[cH:5][cH:6][cH:7]1.[NH2:18][CH:19]1[CH2:20][CH2:21][CH2:22][CH2:23][CH2:24]1>>[Cl:1][c:2]1[c:3](-[c:9]2[n:10][o:11][c:12]([C:14](=[O:16])[NH:18][CH:19]3[CH2:20][CH2:21][CH2:22][CH2:23][CH2:24]3)[n:13]2)[c:4]([Cl:8])[cH:5][cH:6][cH:7]1. Starting materials: Cl.[Cl-].[Na+] (hydrochloric acid sodium chloride), [Br-].C(=O)(OCC)C[S+](C)C (carboethoxymethyl dimethylsulfonium bromide), C1(C=CCC1)=O (2-cyclopenten-1-one), N12CCCCCC2=NCCC1 (1,8-diazabicyclo[5.4.0]undec-7-ene). Run in C1(=CC=CC=C1)C (toluene). Reaction conditions: time 1 hour. Yields the product O=C1C2C(C2CC1)C(=O)OCC ((1SR,5RS,6SR) Ethyl 2-Oxobicyclo[3.1.0]hexane-6-carboxylate). The yield is 68.3%. RXN SMILES: [Br-].[C:2]([CH2:7][S+](C)C)([O:4][CH2:5][CH3:6])=[O:3].N12CCCN=C1CCCCC2.[C:22]1(=[O:27])[CH2:26][CH2:25][CH:24]=[CH:23]1.Cl.[Cl-].[Na+]>C1(C)C=CC=CC=1>[O:27]=[C:22]1[CH2:26][CH2:25][CH:24]2[CH:23]1[CH:7]2[C:2]([O:4][CH2:5][CH3:6])=[O:3] |f:0.1,4.5.6|. Procedure details: A suspension of carboethoxymethyl dimethylsulfonium bromide (45.5 g) in toluene (350 mL) was treated with 1,8-diazabicyclo[5.4.0]undec-7-ene (30.2 g). The resulting mixture was stirred at room temperature. After one hour, the reaction mixture was treated with 2-cyclopenten-1-one (19.57 g). After an additional 18 hours, the reaction mixture was added to a 1N hydrochloric acid/sodium chloride solution. The resulting mixture was extracted with diethyl ether. The combined ether extracts were dried o... The reactants are C1CCOC1, CCOC(=O)c1cn2c(n1)sc1cc(F)ccc12, [K+], [K+], O=C([O-])[O-]. Yields the product OCc1cn2c(n1)sc1cc(F)ccc12. As a reaction SMILES: [CH2:25]1[O:26][CH2:27][CH2:28][CH2:29]1.[F:1][c:2]1[cH:3][c:4]2[c:5]([n:6]3[c:7]([s:8]2)[n:9][c:10]([C:12](=[O:13])[O:14][CH2:15][CH3:16])[cH:11]3)[cH:17][cH:18]1.[K+:19].[K+:20].[O-:21][C:22]([O-:23])=[O:24]>>[F:1][c:2]1[cH:3][c:4]2[c:5]([n:6]3[c:7]([s:8]2)[n:9][c:10]([CH2:12][OH:13])[cH:11]3)[cH:17][cH:18]1.